This data is from the Open Reaction Database (ORD), a public repository of structured organic reaction records. The task is: describe an organic reaction: reactants, conditions, products, and yield The reactants are CC=1N=CSC1C=O (4-Methyl-5-thiazolecarbaldehyde), CC([O-])C.[Al+3].CC([O-])C.CC([O-])C (aluminium isopropoxide), alcohol, [H-].[Na+] (sodium hydride). Run in CC(C)O (2-propanol), C(OC)COC (dimethoxyethane), IC (iodomethane). The product is COCC1=C(N=CS1)C (5-Methoxymethyl-4-methylthiazole). Reaction SMILES: [CH3:1][C:2]1[N:3]=[CH:4][S:5][C:6]=1[CH:7]=[O:8].[CH3:9]C(C)[O-].[Al+3].CC(C)[O-].CC(C)[O-].[H-].[Na+]>CC(O)C.C(COC)OC.IC>[CH3:9][O:8][CH2:7][C:6]1[S:5][CH:4]=[N:3][C:2]=1[CH3:1] |f:1.2.3.4,5.6|. Reported procedure: 4-Methyl-5-thiazolecarbaldehyde (J. Amer. Chem. Soc., 1982, 104, 4934-4943) was reduced using aluminium isopropoxide in 2-propanol. The resulting alcohol was treated with sodium hydride in dimethoxyethane and iodomethane was added. Distillation gave the title compound. Starting materials: COC1=CC=C(C=C1)C(OCC(COCCCCCCCCOCCOCCOC)O)(C1=CC=CC=C1)C1=CC=CC=C1 (20-[(4-methoxyphenyl)diphenylmethoxy]-2,5,8,17-tetraoxaeicosan-19-ol), O (water), [H-].[Na+] (sodium hydride), C(C1=CC=CC=C1)Br (benzyl bromide). The solvent is CN(C=O)C (dimethylformamide), CN(C=O)C (dimethylformamide). Reaction conditions: time 8 hour. Product: C1(=CC=CC=C1)COC(COCCCCCCCCOCCOCCOC)CO (19-(Phenylmethoxy)-2,5,8,17-tetraoxaeicosan-20-ol), light yellow oil. As a reaction SMILES: [H-].[Na+].[CH2:3](Br)[C:4]1[CH:9]=[CH:8][CH:7]=[CH:6][CH:5]=1.COC1C=CC(C(C2C=CC=CC=2)(C2C=CC=CC=2)[O:20][CH2:21][CH:22]([OH:41])[CH2:23][O:24][CH2:25][CH2:26][CH2:27][CH2:28][CH2:29][CH2:30][CH2:31][CH2:32][O:33][CH2:34][CH2:35][O:36][CH2:37][CH2:38][O:39][CH3:40])=CC=1.O>CN(C)C=O>[C:4]1([CH2:3][O:41][CH:22]([CH2:21][OH:20])[CH2:23][O:24][CH2:25][CH2:26][CH2:27][CH2:28][CH2:29][CH2:30][CH2:31][CH2:32][O:33][CH2:34][CH2:35][O:36][CH2:37][CH2:38][O:39][CH3:40])[CH:9]=[CH:8][CH:7]=[CH:6][CH:5]=1 |f:0.1|. Procedure details: To a stirred suspension of 3.26 g of unwashed 50% sodium hydride and 10.9 g of benzyl bromide in 40 ml of dimethylformamide, under argon, was added a solution of 27.14 g of 20-[(4-methoxyphenyl)diphenylmethoxy]-2,5,8,17-tetraoxaeicosan-19-ol in 50 ml of dimethylformamide over 1/2hour. This mixture was stirred overnight, water was then added and the mixture extracted with ether. The ether extract was washed with water, dried and the solvent removed. The residue was dissolved in hot methanol and s... The reactants are S(=S)(=O)([O-])[O-].[Na+].[Na+] (sodium thiosulfate), [Cl-].[NH4+] (ammonium chloride), C(C)(C)(C)OC(C1=CC(=C(C=C1)CCS(=O)(=O)N1CCC(CC1)(C#N)NC(C1=CC(=CC(=C1)C(F)(F)F)OCC1=CC=CC=C1)=O)C)=O (4-{2-[4-(3-Benzyloxy-5-trifluoromethyl-benzoylamino)-4-cyano-piperidine-1-sulfonyl]-ethyl}-3-methyl-benzoic acid tert-butyl ester), CS(=O)C (DMSO), [OH-].[Na+] (sodium hydroxide), OO (hydrogen peroxide). The solvent is CO (methanol). Run at time 2 hour. The product is C(C)(C)(C)OC(C1=CC(=C(C=C1)CCS(=O)(=O)N1CCC(CC1)(C(N)=O)NC(C1=CC(=CC(=C1)C(F)(F)F)OCC1=CC=CC=C1)=O)C)=O (4-{2-[4-(3-benzyloxy-5-trifluoromethyl-benzoylamino)-4-carbamoyl-piperidine-1-sulfonyl]-ethyl}-3-methyl-benzoic acid tert-butyl ester). Reaction SMILES: [C:1]([O:5][C:6](=[O:48])[C:7]1[CH:12]=[CH:11][C:10]([CH2:13][CH2:14][S:15]([N:18]2[CH2:23][CH2:22][C:21]([NH:26][C:27](=[O:46])[C:28]3[CH:33]=[C:32]([C:34]([F:37])([F:36])[F:35])[CH:31]=[C:30]([O:38][CH2:39][C:40]4[CH:45]=[CH:44][CH:43]=[CH:42][CH:41]=4)[CH:29]=3)([C:24]#[N:25])[CH2:20][CH2:19]2)(=[O:17])=[O:16])=[C:9]([CH3:47])[CH:8]=1)([CH3:4])([CH3:3])[CH3:2].CS(C)=[O:51].[OH-].[Na+].OO.S([O-])([O-])(=O)=S.[Na+].[Na+].[Cl-].[NH4+]>CO>[C:1]([O:5][C:6](=[O:48])[C:7]1[CH:12]=[CH:11][C:10]([CH2:13][CH2:14][S:15]([N:18]2[CH2:19][CH2:20][C:21]([NH:26][C:27](=[O:46])[C:28]3[CH:33]=[C:32]([C:34]([F:37])([F:35])[F:36])[CH:31]=[C:30]([O:38][CH2:39][C:40]4[CH:41]=[CH:42][CH:43]=[CH:44][CH:45]=4)[CH:29]=3)([C:24](=[O:51])[NH2:25])[CH2:22][CH2:23]2)(=[O:16])=[O:17])=[C:9]([CH3:47])[CH:8]=1)([CH3:4])([CH3:3])[CH3:2] |f:2.3,5.6.7,8.9|. Procedure details: 4-{2-[4-(3-Benzyloxy-5-trifluoromethyl-benzoylamino)-4-cyano-piperidine-1-sulfonyl]-ethyl}-3-methyl-benzoic acid tert-butyl ester (1.40 g, 2.04 mmol) was dissolved in DMSO (0.188 ml, 2.65 mmol) and methanol (7.00 ml). A 1 M aqueous sodium hydroxide solution (0.204 ml, 0.204 mmol) and aqueous hydrogen peroxide (30%, 0.265 ml, 2.65 mmol) were added under ice-cooling. The mixture was warmed to room temperature and stirred as such for two hours. After completion of the reaction, an aqueous sodium th... The reactants are [Na+].[Na+].O(C1=C(C=C(C=C1)N=NC1=C2C=CC(=CC2=CC=C1N)S(=O)(=O)[O-])[N+](=O)[O-])C1=C(C=C(C=C1)N=NC1=C2C=CC(=CC2=CC=C1N)S(=O)(=O)[O-])[N+](=O)[O-] (5,5'-[oxybis(2-nitro-p-phenyleneazo)]bis-[6-amino-2-naphthalenesulfonic acid] disodium salt), O.O.O.O.O.O.O.O.O.[S-2].[Na+].[Na+] (sodium sulfide nonahydrate), O (water). Solvent: C(C)(=O)O (acetic acid). Yields the product [Na+].[Na+].O(C1=C(C=C(C=C1)N=NC1=C2C=CC(=CC2=CC=C1N)S(=O)(=O)[O-])N)C1=C(C=C(C=C1)N=NC1=C2C=CC(=CC2=CC=C1N)S(=O)(=O)[O-])N (5,5'-[oxybis(2-amino-p-phenyleneazo)]bis-[6-amino-2-naphthalenesulfonic acid] disodium salt). Reaction SMILES: [Na+:1].[Na+].[O:3]([C:30]1[CH:35]=[CH:34][C:33]([N:36]=[N:37][C:38]2[C:47]([NH2:48])=[CH:46][CH:45]=[C:44]3[C:39]=2[CH:40]=[CH:41][C:42]([S:49]([O-:52])(=[O:51])=[O:50])=[CH:43]3)=[CH:32][C:31]=1[N+:53]([O-])=O)[C:4]1[CH:9]=[CH:8][C:7]([N:10]=[N:11][C:12]2[C:21]([NH2:22])=[CH:20][CH:19]=[C:18]3[C:13]=2[CH:14]=[CH:15][C:16]([S:23]([O-:26])(=[O:25])=[O:24])=[CH:17]3)=[CH:6][C:5]=1[N+:27]([O-])=O.O.O.O.O.O.O.O.O.O.[S-2].[Na+].[Na+].O>C(O)(=O)C>[Na+:1].[Na+:1].[O:3]([C:30]1[CH:35]=[CH:34][C:33]([N:36]=[N:37][C:38]2[C:47]([NH2:48])=[CH:46][CH:45]=[C:44]3[C:39]=2[CH:40]=[CH:41][C:42]([S:49]([O-:52])(=[O:51])=[O:50])=[CH:43]3)=[CH:32][C:31]=1[NH2:53])[C:4]1[CH:9]=[CH:8][C:7]([N:10]=[N:11][C:12]2[C:21]([NH2:22])=[CH:20][CH:19]=[C:18]3[C:13]=2[CH:14]=[CH:15][C:16]([S:23]([O-:26])(=[O:25])=[O:24])=[CH:17]3)=[CH:6][C:5]=1[NH2:27] |f:0.1.2,3.4.5.6.7.8.9.10.11.12.13.14,17.18.19|. Reported procedure: A mixture of 4.0 g. of 5,5'-[oxybis(2-nitro-p-phenyleneazo)]bis-[6-amino-2-naphthalenesulfonic acid] disodium salt and 4.0 g. of sodium sulfide nonahydrate is dissolved in 50 ml. of water by heating on a steam bath for 15 minutes. The solution is cooled and 1.6 ml. of acetic acid is added. The mixture is then filtered through diatomaceous earth. The product is salted out of the filtrate with 25 g. of sodium acetate trihydrate at room temperature, filtered and washed with a small amount of 33% aq... The reactants are C(C)(C)(C)OC(=O)N1CCC(CC1)NCC1=NC=CC=C1C1=CC=CC=C1 (4-[(3-phenyl-pyridin-2-ylmethyl)-amino]-piperidine-1-carboxylic acid tert-butyl ester), CC=1C(=NC=C(C1)C)C=O (3,5-dimethyl-2-pyridinecarboxaldehyde), [BH-](OC(=O)C)(OC(=O)C)OC(=O)C.[Na+] (NaBH(OAc)3). The solvent is C(Cl)Cl (CH2Cl2). Product: C(C)(C)(C)OC(=O)N1CCC(CC1)N(CC1=NC=CC=C1C1=CC=CC=C1)CC1=NC=C(C=C1C)C (4-[(3,5-dimethyl-pyridin-2-ylmethyl)-(3-phenyl-pyridin-2-ylmethyl)-amino]-piperidine-1-carboxylic acid tert-butyl ester). As a reaction SMILES: [C:1]([O:5][C:6]([N:8]1[CH2:13][CH2:12][CH:11]([NH:14][CH2:15][C:16]2[C:21]([C:22]3[CH:27]=[CH:26][CH:25]=[CH:24][CH:23]=3)=[CH:20][CH:19]=[CH:18][N:17]=2)[CH2:10][CH2:9]1)=[O:7])([CH3:4])([CH3:3])[CH3:2].[CH3:28][C:29]1[C:30]([CH:36]=O)=[N:31][CH:32]=[C:33]([CH3:35])[CH:34]=1.[BH-](OC(C)=O)(OC(C)=O)OC(C)=O.[Na+]>C(Cl)Cl>[C:1]([O:5][C:6]([N:8]1[CH2:9][CH2:10][CH:11]([N:14]([CH2:36][C:30]2[C:29]([CH3:28])=[CH:34][C:33]([CH3:35])=[CH:32][N:31]=2)[CH2:15][C:16]2[C:21]([C:22]3[CH:27]=[CH:26][CH:25]=[CH:24][CH:23]=3)=[CH:20][CH:19]=[CH:18][N:17]=2)[CH2:12][CH2:13]1)=[O:7])([CH3:4])([CH3:2])[CH3:3] |f:2.3|. Procedure: Using General Procedure B: Reaction of the amine from above and 3,5-dimethyl-2-pyridinecarboxaldehyde in CH2Cl2 with NaBH(OAc)3 gave 4-[(3,5-dimethyl-pyridin-2-ylmethyl)-(3-phenyl-pyridin-2-ylmethyl)-amino]-piperidine-1-carboxylic acid tert-butyl ester. 1H NMR (CDCl3) δ 1.20 (m, 3H), 1.40 (s, 9H), 1.84 (s, 3H), 2.20 (s, 3H), 2.34 (m, 2H), 2.75 (m, 4H), 3.69 (s, 2H), 3.79 (s, 2H), 7.04 (s, 1H), 7.22 (m, 6H), 7.46 (dd, 1H, J=7.27, 1.7 Hz), 8.01 (s, 1H), 8.49 (dd, 1H, J=4.8, 1.7 Hz) ppm. Deprotecti... Reactants: BrCC(=O)OCC (ethyl bromoacetate), CC(C)(OC(=O)N[C@@H]1C(N[C@@H](CCC1)C)=O)C ((3S-cis)-hexahydro-3-[[(1,1-dimethylethoxy)carbonyl]amino]-7-methyl-2H-azepin-2-one), C[Si](C)(C)[N-][Si](C)(C)C.[Li+] (lithium bis(trimethylsilyl)amide). Run in O1CCCC1 (tetrahydrofuran), O1CCCC1 (tetrahydrofuran). Reaction conditions: time 30 minute. Product: CC(C)(OC(=O)N[C@@H]1C(N([C@@H](CCC1)C)CC(=O)OCC)=O)C ((3S-cis)-Hexahydro-3-[[(1,1-dimethylethoxy)-carbonyl]amino]-7-methyl-2-oxo-1H-azepine-1-acetic acid, ethyl ester). RXN SMILES: [CH3:1][C:2]([CH3:17])([O:4][C:5]([NH:7][C@H:8]1[CH2:14][CH2:13][CH2:12][C@@H:11]([CH3:15])[NH:10][C:9]1=[O:16])=[O:6])[CH3:3].C[Si]([N-][Si](C)(C)C)(C)C.[Li+].Br[CH2:29][C:30]([O:32][CH2:33][CH3:34])=[O:31]>O1CCCC1>[CH3:3][C:2]([CH3:1])([O:4][C:5]([NH:7][C@H:8]1[CH2:14][CH2:13][CH2:12][C@@H:11]([CH3:15])[N:10]([CH2:29][C:30]([O:32][CH2:33][CH3:34])=[O:31])[C:9]1=[O:16])=[O:6])[CH3:17] |f:1.2|. Procedure details: A solution of (3S-cis)-hexahydro-3-[[(1,1-dimethylethoxy)carbonyl]amino]-7-methyl-2H-azepin-2-one [prepared as described in Example 64(f), 500 mg., 2.06 mmol.] in tetrahydrofuran (13 ml.) at room temperature under argon was treated dropwise with 1.0M lithium bis(trimethylsilyl)amide in tetrahydrofuran (2.7 ml., 2.7 mmol.) immediately followed by the dropwise addition of ethyl bromoacetate (0.47 ml., 4.21 mmol.). The resulting mixture was stirred for 30 minutes, quenched with aqueous ammonium chl... Starting materials: C1(=CC=CC=C1)P(C1=CC=CC=C1)C1=CC=CC=C1 (triphenylphosphine), OC=1C=C2C=CC(=CC2=CC1)[C@]1(NC(OC1)=O)C ((R)-4-(6-hydroxynaphthalen-2-yl)-4-methyloxazolidin-2-one), O1CCCC1 (tetrahydrofuran), N(=NC(=O)OC(C)C)C(=O)OC(C)C (Diisopropyl azodicarboxylate), C(C)(C)(C)C1CCC(CC1)O (4-tert-Butyl-cyclohexanol). Product: C(C)(C)(C)[C@@H]1CC[C@H](CC1)OC=1C=C2C=CC(=CC2=CC1)[C@]1(NC(OC1)=O)C ((R)-4-(6-(trans-4-tert-butylcyclohexyloxy)naphthalen-2-yl)-4-methyloxazolidin-2-one). The yield is 64.5%. Reaction SMILES: [OH:1][C:2]1[CH:3]=[C:4]2[C:9](=[CH:10][CH:11]=1)[CH:8]=[C:7]([C@:12]1([CH3:18])[CH2:16][O:15][C:14](=[O:17])[NH:13]1)[CH:6]=[CH:5]2.O1CCCC1.[C:24]([CH:28]1[CH2:33][CH2:32][CH:31](O)[CH2:30][CH2:29]1)([CH3:27])([CH3:26])[CH3:25].C1(P(C2C=CC=CC=2)C2C=CC=CC=2)C=CC=CC=1.N(C(OC(C)C)=O)=NC(OC(C)C)=O>>[C:24]([C@H:28]1[CH2:33][CH2:32][C@H:31]([O:1][C:2]2[CH:3]=[C:4]3[C:9](=[CH:10][CH:11]=2)[CH:8]=[C:7]([C@:12]2([CH3:18])[CH2:16][O:15][C:14](=[O:17])[NH:13]2)[CH:6]=[CH:5]3)[CH2:30][CH2:29]1)([CH3:27])([CH3:26])[CH3:25]. Procedure details: (R)-4-(6-hydroxynaphthalen-2-yl)-4-methyloxazolidin-2-one (2.0460 g, 0.0084108 mol) was dissolved in tetrahydrofuran (20 mL, 0.2 mol) in a 100 mL RBF equipped with a magnetic stir bar. 4-tert-Butyl-cyclohexanol (1.58 g, 0.0101 mol) was added, followed by triphenylphosphine (3.53 g, 0.0134 mol) and the mixture was stirred for a few minutes. Diisopropyl azodicarboxylate (2.65 mL, 0.0134 mol) was then slowly added and the mixture was stirred overnight at room temperature. The mixture was concentrat... Reactants: OC(CCCCCCN1C=NC=C1)C1=CC=C(C=C1)OC (1-[7-hydroxy-7-(4-methoxyphenyl)heptyl]imidazole), Cl (HCl). The product is Cl.COC1=CC=C(C=C1)C=CCCCCCN1C=NC=C1 (1-[7-(4-methoxyphenyl)-hept-6-enyl]-imidazole hydrochloride). Reaction SMILES: O[CH:2]([C:14]1[CH:19]=[CH:18][C:17]([O:20][CH3:21])=[CH:16][CH:15]=1)[CH2:3][CH2:4][CH2:5][CH2:6][CH2:7][CH2:8][N:9]1[CH:13]=[CH:12][N:11]=[CH:10]1.[ClH:22]>>[ClH:22].[CH3:21][O:20][C:17]1[CH:16]=[CH:15][C:14]([CH:2]=[CH:3][CH2:4][CH2:5][CH2:6][CH2:7][CH2:8][N:9]2[CH:13]=[CH:12][N:11]=[CH:10]2)=[CH:19][CH:18]=1 |f:2.3|. Procedure details: Treat the compound prepared in Example 53 with 1.1 eq. of 0.1N HCl to give the title compound.